From a dataset of the Open Reaction Database (ORD), a public repository of structured organic reaction records. describe an organic reaction: reactants, conditions, products, and yield Starting materials: O=C([O-])[O-], CNC, CS(C)=O, Cl, O=Cc1cc(F)ccc1[N+](=O)[O-], [K+], [K+], O. The product is CN(C)c1ccc([N+](=O)[O-])c(C=O)c1. Reaction SMILES: [C:13](=[O:14])([O-:15])[O-:16].[CH3:19][NH:20][CH3:21].[CH3:23][S:24]([CH3:25])=[O:26].[ClH:22].[F:1][c:2]1[cH:3][cH:4][c:5]([N+:10](=[O:11])[O-:12])[c:6]([CH:7]=[O:8])[cH:9]1.[K+:17].[K+:18].[OH2:27]>>[c:2]1([N:20]([CH3:19])[CH3:21])[cH:3][cH:4][c:5]([N+:10](=[O:11])[O-:12])[c:6]([CH:7]=[O:8])[cH:9]1. Starting materials: ClC1=CC2=C(NC(OC2=O)=O)C=C1 (6-chloro-1H-benzo[d][1,3]oxazine-2,4-dione), O (Water), [H-].[Na+] (sodium hydride), CI (methyl iodide). Run in CN(C)C=O (DMF). Conditions: time 30 minute. Yields the product ClC1=CC2=C(N(C(OC2=O)=O)C)C=C1 (6-chloro-1-methyl-1H-benzo[d][1,3]oxazine-2,4-dione). Reaction SMILES: [Cl:1][C:2]1[CH:13]=[CH:12][C:5]2[NH:6][C:7](=[O:11])[O:8][C:9](=[O:10])[C:4]=2[CH:3]=1.[H-].[Na+].[CH3:16]I.O>CN(C=O)C>[Cl:1][C:2]1[CH:13]=[CH:12][C:5]2[N:6]([CH3:16])[C:7](=[O:11])[O:8][C:9](=[O:10])[C:4]=2[CH:3]=1 |f:1.2|. Procedure: To a solution of 1 g of 6-chloro-1H-benzo[d][1,3]oxazine-2,4-dione (5.06 mmol) in DMF (20 ml) were carefully added 265 mg of sodium hydride (55% dispersion in oil, 6.07 mmol) at 0° C. and the mixture was stirred at RT for 30 min. Then 0.47 ml of methyl iodide (7.60 mmol) were added and stirring at RT was continued over night. Water was added and the resulting mixture was extracted with ethyl acetate. The combined organic extracts were washed with brine, dried (MgSO4), filtered and concentrated a... The reactants are CC(=O)OC(C)=O, Cc1ccc(-c2ccccc2N)cc1, CN(C)c1ccncc1, [Cl-], ClCCl, Cl, [NH4+], c1ccncc1. The product is CC(=O)Nc1ccccc1-c1ccc(C)cc1. Reaction SMILES: [CH3:15][C:16](=[O:17])[O:18][C:19](=[O:20])[CH3:21].[CH3:1][c:2]1[cH:3][cH:4][c:5](-[c:8]2[c:9]([NH2:14])[cH:10][cH:11][cH:12][cH:13]2)[cH:6][cH:7]1.[CH3:34][N:35]([c:36]1[cH:37][cH:38][n:39][cH:40][cH:41]1)[CH3:42].[Cl-:28].[Cl:31][CH2:32][Cl:33].[ClH:30].[NH4+:29].[cH:22]1[cH:23][cH:24][n:25][cH:26][cH:27]1>>[CH3:1][c:2]1[cH:3][cH:4][c:5](-[c:8]2[c:9]([NH:14][C:16]([CH3:15])=[O:17])[cH:10][cH:11][cH:12][cH:13]2)[cH:6][cH:7]1. As a reaction SMILES: C[O:2][C:3]([C:5]1[S:6][C:7]([S:12]([CH3:15])(=[O:14])=[O:13])=[C:8]([C:10]#[N:11])[CH:9]=1)=[O:4].[Li+].[OH-].Cl.C(C1C=C(C(O)=O)SC=1S(C)(=O)=[O:27])#N>C1COCC1.O>[C:10]([C:8]1[CH:9]=[C:5]([C:3]([OH:2])=[O:4])[S:6][C:7]=1[S:12]([CH3:15])(=[O:14])=[O:13])(=[O:27])[NH2:11] |f:1.2,5.6|. Solvent: C1CCOC1.O (THF H2O). Reactants: COC(=O)C=1SC(=C(C1)C#N)S(=O)(=O)C (4-cyano-5-methanesulfonyl-thiophene-2-carboxylic acid methyl ester), [Li+].[OH-] (LiOH), C(#N)C=1C=C(SC1S(=O)(=O)C)C(=O)O (4-cyano-5-methanesulfonyl-thiophene-2-carboxylic acid), Cl (Hydrochloric acid). Yields the product C(N)(=O)C=1C=C(SC1S(=O)(=O)C)C(=O)O (4-Carbamoyl-5-methanesulfonyl-thiophene-2-carboxylic acid). Procedure: To 4-cyano-5-methanesulfonyl-thiophene-2-carboxylic acid methyl ester (0.5 g) in THF/H2O (3:1; 16 ml) was added LiOH (0.102 g). Hydrochloric acid (2M) was added and the resulting mixture was extracted with ethyl acetate. The extracts were combined and the solvent evaporated to leave a mixture of 4-cyano-5-methanesulfonyl-thiophene-2-carboxylic acid and the title compound. This mixture was used without further purification. 1H NMR (299.944 MHz, DMSO-D6) δ 3.62 (3H, s), 7.99 (1H, s). The reactants are CS(=O)(=O)Cl, CCN(C(C)C)C(C)C, ClCCl, CCN(CC1CCN(C(=O)CCN)CC1)C(C)Cc1ccc2c(c1)CCO2. Product: CCN(CC1CCN(C(=O)CCNS(C)(=O)=O)CC1)C(C)Cc1ccc2c(c1)CCO2. As a reaction SMILES: [CH3:37][S:38]([Cl:39])(=[O:40])=[O:41].[CH:28]([N:29]([CH:30]([CH3:31])[CH3:32])[CH2:33][CH3:34])([CH3:35])[CH3:36].[Cl:42][CH2:43][Cl:44].[NH2:1][CH2:2][CH2:3][C:4](=[O:5])[N:6]1[CH2:7][CH2:8][CH:9]([CH2:12][N:13]([CH2:14][CH3:15])[CH:16]([CH2:17][c:18]2[cH:19][cH:20][c:21]3[c:22]([cH:26]2)[CH2:23][CH2:24][O:25]3)[CH3:27])[CH2:10][CH2:11]1>>[NH:1]([CH2:2][CH2:3][C:4](=[O:5])[N:6]1[CH2:7][CH2:8][CH:9]([CH2:12][N:13]([CH2:14][CH3:15])[CH:16]([CH2:17][c:18]2[cH:19][cH:20][c:21]3[c:22]([cH:26]2)[CH2:23][CH2:24][O:25]3)[CH3:27])[CH2:10][CH2:11]1)[S:38]([CH3:37])(=[O:40])=[O:41]. Reactants: C1(=CC=C(C=C1)N(C(=O)C=1OC=CC1)C1CCN(CC1)CCC1(CCCCC1)CCNC(OC(C)(C)C)=O)C (tert-butyl 2-[1-[2-[4-[N-(p-tolyl)-2-furancarboxamido]piperidin-1-yl]ethyl]cyclohexyl]ethylcarbamate), Cl.O1CCOCC1 (hydrochloric acid dioxane). Solvent: CO (methanol). Run at time 12 hour. Yields the product NCCC1(CCCCC1)CCN1CCC(CC1)N(C(=O)C=1OC=CC1)C1=CC=C(C=C1)C (N-[1-[2-[1-(2-Aminoethyl)cyclohexyl]ethyl]piperidin-4-yl]-N-(p-tolyl)-2-furancarboxamide). Yield: 108.9%. Reaction SMILES: [C:1]1([CH3:39])[CH:6]=[CH:5][C:4]([N:7]([CH:15]2[CH2:20][CH2:19][N:18]([CH2:21][CH2:22][C:23]3([CH2:29][CH2:30][NH:31]C(=O)OC(C)(C)C)[CH2:28][CH2:27][CH2:26][CH2:25][CH2:24]3)[CH2:17][CH2:16]2)[C:8]([C:10]2[O:11][CH:12]=[CH:13][CH:14]=2)=[O:9])=[CH:3][CH:2]=1.Cl.O1CCOCC1>CO>[NH2:31][CH2:30][CH2:29][C:23]1([CH2:22][CH2:21][N:18]2[CH2:19][CH2:20][CH:15]([N:7]([C:4]3[CH:3]=[CH:2][C:1]([CH3:39])=[CH:6][CH:5]=3)[C:8]([C:10]3[O:11][CH:12]=[CH:13][CH:14]=3)=[O:9])[CH2:16][CH2:17]2)[CH2:28][CH2:27][CH2:26][CH2:25][CH2:24]1 |f:1.2|. Reported procedure: To a solution of tert-butyl 2-[1-[2-[4-[N-(p-tolyl)-2-furancarboxamido]piperidin-1-yl]ethyl]cyclohexyl]ethylcarbamate (synthesized in Example 17) (1.14 g) in methanol (4 mL) was added a 4N hydrochloric acid/dioxane solution (3 mL). The solution was stirred at room temperature for 12 hours. The reaction solution was concentrated under reduced pressure. The resulting residue was purified by chromatography [NH silica gel, chloroform-methanol (20:1)] to give the title compound (1.01 g). The reactants are CC(Cl)c1cccnc1, COc1ccc(C2CNCCS2)cc1. The reagents and catalysts are O=C([O-])[O-].[Cs+].[Cs+] (cesium carbonate), [I-].[K+] (potassium iodide). Solvent: CN(C)C=O (DMF), CN(C)C=O (dmf), CN(C)C=O (DMF). Conditions: temperature 70 celsius, time 16 hour. Yields the product COc1ccc(C2CN(C(C)c3cccnc3)CCS2)cc1. The reactants are COC=1C(CCCCN1)C(CC)C (3,4,5,6-tetrahydro-7-methoxy-6-(1-methylpropyl)-2H-azepine), [Cl-].[NH4+] (ammonium chloride), title material. The solvent is CO (MeOH). The product is Cl.CC(CC)C1C(NCCCC1)=N (hexahydro-3-(1-methylpropyl)-1H-azepin-2-imine, monohydrochloride). RXN SMILES: CO[C:3]1[CH:4]([CH:10]([CH3:13])[CH2:11][CH3:12])[CH2:5][CH2:6][CH2:7][CH2:8][N:9]=1.[Cl-:14].[NH4+:15]>CO>[ClH:14].[CH3:13][CH:10]([CH:4]1[CH2:5][CH2:6][CH2:7][CH2:8][NH:9][C:3]1=[NH:15])[CH2:11][CH3:12] |f:1.2,4.5|. Procedure: The product of EXAMPLE 117 in MeOH is reacted with ammonium chloride by the method of EXAMPLE 27 to generate the title material. Starting materials: FC1=CC=C(CN2CCC(CC2)CCN2C(C=3C(C2=O)=CC=CC3)=O)C=C1 (N-[2-[1-(4-fluorobenzyl)piperidin-4-yl]ethyl]phthalimide), O.NN (hydrazine hydrate). The solvent is C(C)O (ethanol). The product is FC1=CC=C(CN2CCC(CC2)CCN)C=C1 (2-[1-(4-fluorobenzyl)piperidin-4-yl]ethylamine). Isolated yield 54.9%. Reaction SMILES: [F:1][C:2]1[CH:27]=[CH:26][C:5]([CH2:6][N:7]2[CH2:12][CH2:11][CH:10]([CH2:13][CH2:14][N:15]3C(=O)C4=CC=CC=C4C3=O)[CH2:9][CH2:8]2)=[CH:4][CH:3]=1.O.NN>C(O)C>[F:1][C:2]1[CH:27]=[CH:26][C:5]([CH2:6][N:7]2[CH2:12][CH2:11][CH:10]([CH2:13][CH2:14][NH2:15])[CH2:9][CH2:8]2)=[CH:4][CH:3]=1 |f:1.2|. Procedure: A mixture of N-[2-[1-(4-fluorobenzyl)piperidin-4-yl]ethyl]phthalimide (12.7 g) and hydrazine hydrate (2.02 ml) in ethanol (150 ml) was refluxed for 2 hours. After cooling to room temperature, the mixture was evaporated in vacuo. The residue was chromatographed on alumina eluting with chloroform and the fractions containing the object product were collected and evaporated to give 2-[1-(4-fluorobenzyl)piperidin-4-yl]ethylamine (4.5 g) as an oil.